The task is: describe an organic reaction: reactants, conditions, products, and yield. This data is from the Open Reaction Database (ORD), a public repository of structured organic reaction records. The reactants are OCc1cncc(Br)c1, CC(C)[Si](Cl)(C(C)C)C(C)C, CN(C)C=O, c1c[nH]cn1. The product is CC(C)[Si](OCc1cncc(Br)c1)(C(C)C)C(C)C. RXN SMILES: [Br:1][c:2]1[cH:3][c:4]([CH2:8][OH:9])[cH:5][n:6][cH:7]1.[CH:15]([CH3:16])([CH3:17])[Si:18]([CH:19]([CH3:20])[CH3:21])([CH:22]([CH3:23])[CH3:24])[Cl:25].[O:26]=[CH:27][N:28]([CH3:29])[CH3:30].[nH:10]1[cH:11][cH:12][n:13][cH:14]1>>[Br:1][c:2]1[cH:3][c:4]([CH2:8][O:9][Si:18]([CH:15]([CH3:16])[CH3:17])([CH:19]([CH3:20])[CH3:21])[CH:22]([CH3:23])[CH3:24])[cH:5][n:6][cH:7]1. As a reaction SMILES: [CH2:1]([O:8][C:9]1[CH:10]=[C:11]([C:16]2([C:22](OCC)=[O:23])[CH2:21][CH2:20][O:19][CH2:18][CH2:17]2)[CH:12]=[C:13]([F:15])[CH:14]=1)[C:2]1[CH:7]=[CH:6][CH:5]=[CH:4][CH:3]=1.[H-].[Al+3].[Li+].[H-].[H-].[H-]>CCOCC>[CH2:1]([O:8][C:9]1[CH:10]=[C:11]([C:16]2([CH2:22][OH:23])[CH2:17][CH2:18][O:19][CH2:20][CH2:21]2)[CH:12]=[C:13]([F:15])[CH:14]=1)[C:2]1[CH:7]=[CH:6][CH:5]=[CH:4][CH:3]=1 |f:1.2.3.4.5.6|. Product: C(C1=CC=CC=C1)OC=1C=C(C=C(C1)F)C1(CCOCC1)CO (4-[3-(Benzyloxy)-5-fluorophenyl]-4hydroxymethyl-3,4,5,6-tetrahydro-2H-pyran). Run in CCOCC (ether). Conditions: time 20 minute. Yield: 94.1%. Procedure: To a stirred solution of ethyl 4-[3-(benzyloxy)-5-fluorophenyl]-3,4,5,6-tetrahydro-2H-pyran-4-carboxylate (1.54 g, 4.3 mmol) in ether (150 ml) was added lithium aluminium hydride (0.16 g, 4.3 mmol) in three portions. The resulting suspension was stirred at room temperature under a nitrogen atmosphere for 20 min. Excess of hydride was destroyed by adding saturated aqueous sodium sulfate. The mixture was diluted with 10% aqueous sulfuric acid (100 ml) and the organic layer was separated. The ether... The reactants are C(C1=CC=CC=C1)OC=1C=C(C=C(C1)F)C1(CCOCC1)C(=O)OCC (ethyl 4-[3-(benzyloxy)-5-fluorophenyl]-3,4,5,6-tetrahydro-2H-pyran-4-carboxylate), [H-].[Al+3].[Li+].[H-].[H-].[H-] (lithium aluminium hydride). Reactants: ClC=1C=CC(=C(CNC(CNC2CC2)=O)C1)N1N=NN=C1 (N1-[5-chloro-2-(1H-tetraazol-1-yl)benzyl]-N2-cyclopropylglycinamide), C(C)(C)(C)OC(=O)N[C@H](CC(C)(C)C)C(=O)O (N-(tert-butoxycarbonyl)-4-methyl-D-leucine), C(CCl)Cl (EDC), C1=CC2=C(N=C1)N(N=N2)O (HOAt). The solvent is CN(C)C=O (DMF). Conditions: time 16 hour. Yields the product C(C)(C)(C)OC(=O)N[C@H](CC(C)(C)C)C(=O)N(CC(=O)NCC1=C(C=CC(=C1)Cl)N1N=NN=C1)C1CC1 (N-(tert-butoxycarbonyl)-4-methyl-D-leucyl-N1-[5-chloro-2-(1H-tetraazol-1-yl)benzyl]-N2-cyclopropylglycinamide). As a reaction SMILES: [Cl:1][C:2]1[CH:3]=[CH:4][C:5]([N:17]2[CH:21]=[N:20][N:19]=[N:18]2)=[C:6]([CH:16]=1)[CH2:7][NH:8][C:9](=[O:15])[CH2:10][NH:11][CH:12]1[CH2:14][CH2:13]1.[C:22]([O:26][C:27]([NH:29][C@@H:30]([C:36](O)=[O:37])[CH2:31][C:32]([CH3:35])([CH3:34])[CH3:33])=[O:28])([CH3:25])([CH3:24])[CH3:23].C(Cl)CCl.C1C=NC2N(O)N=NC=2C=1>CN(C=O)C>[C:22]([O:26][C:27]([NH:29][C@@H:30]([C:36]([N:11]([CH:12]1[CH2:13][CH2:14]1)[CH2:10][C:9]([NH:8][CH2:7][C:6]1[CH:16]=[C:2]([Cl:1])[CH:3]=[CH:4][C:5]=1[N:17]1[CH:21]=[N:20][N:19]=[N:18]1)=[O:15])=[O:37])[CH2:31][C:32]([CH3:35])([CH3:34])[CH3:33])=[O:28])([CH3:25])([CH3:24])[CH3:23]. Procedure details: A mixture of N1-[5-chloro-2-(1H-tetraazol-1-yl)benzyl]-N2-cyclopropylglycinamide (50 mg, 0.16 mmol), N-(tert-butoxycarbonyl)-4-methyl-D-leucine (42 mg, 0.17 mmol), EDC (49 mg, 0.26 mmol) and HOAt (16 mg, 0.12 mmol) in DMF (1.4 mL) was stirred for 16 h at room temperature. The title compound was isolated by reverse phase HPLC as a white foam and was carried on directly to deprotection. LCMS (M+H): 534.1.